From a dataset of the Open Reaction Database (ORD), a public repository of structured organic reaction records. describe an organic reaction: reactants, conditions, products, and yield Reactants: O=C(Cl)OCc1ccccc1, Cl, [Na+], [OH-], O, O=C1COCC(Cc2ccccc2)N1. The product is O=C(O)COCC(Cc1ccccc1)NC(=O)OCc1ccccc1. As a reaction SMILES: [CH2:16]([c:17]1[cH:18][cH:19][cH:20][cH:21][cH:22]1)[O:23][C:24](=[O:25])[Cl:26].[ClH:15].[Na+:28].[OH-:27].[OH2:29].[c:1]1([CH2:7][CH:8]2[NH:9][C:10](=[O:14])[CH2:11][O:12][CH2:13]2)[cH:2][cH:3][cH:4][cH:5][cH:6]1>>[c:1]1([CH2:7][CH:8]([NH:9][C:24]([O:23][CH2:16][c:17]2[cH:18][cH:19][cH:20][cH:21][cH:22]2)=[O:25])[CH2:13][O:12][CH2:11][C:10]([OH:14])=[O:27])[cH:2][cH:3][cH:4][cH:5][cH:6]1. The reactants are CC(C)O, CC(C)(C)OC(=O)n1c(-c2cnc(Cl)o2)cc2ccccc21, Nc1cccc(NS(=O)(=O)Cc2ccccc2)c1. The product is CC(C)(C)OC(=O)n1c(-c2cnc(Nc3cccc(NS(=O)(=O)Cc4ccccc4)c3)o2)cc2ccccc21. As a reaction SMILES: [CH3:41][CH:42]([OH:43])[CH3:44].[Cl:1][c:2]1[o:3][c:4](-[c:7]2[n:8]([C:16](=[O:17])[O:18][C:19]([CH3:20])([CH3:21])[CH3:22])[c:9]3[cH:10][cH:11][cH:12][cH:13][c:14]3[cH:15]2)[cH:5][n:6]1.[NH2:23][c:24]1[cH:25][c:26]([NH:30][S:31](=[O:32])(=[O:33])[CH2:34][c:35]2[cH:36][cH:37][cH:38][cH:39][cH:40]2)[cH:27][cH:28][cH:29]1>>[c:2]1([NH:23][c:24]2[cH:25][c:26]([NH:30][S:31](=[O:32])(=[O:33])[CH2:34][c:35]3[cH:36][cH:37][cH:38][cH:39][cH:40]3)[cH:27][cH:28][cH:29]2)[o:3][c:4](-[c:7]2[n:8]([C:16](=[O:17])[O:18][C:19]([CH3:20])([CH3:21])[CH3:22])[c:9]3[cH:10][cH:11][cH:12][cH:13][c:14]3[cH:15]2)[cH:5][n:6]1.